This data is from the Open Reaction Database (ORD), a public repository of structured organic reaction records. The task is: describe an organic reaction: reactants, conditions, products, and yield The reactants are solution, C([O-])([O-])=O.[Na+].[Na+] (sodium carbonate), N(=[N+]=[N-])C(C)C=1N=C2N(C(C1Br)=O)C(=CS2)C (7-(1-azidoethyl)-6-bromo-3-methyl-5H-[1,3]thiazolo[3,2-a]pyrimidin-5-one), C1(=CC=CC=C1)B(O)O (phenylboronic acid). The reagents and catalysts are C=1C=CC(=CC1)[P](C=2C=CC=CC2)(C=3C=CC=CC3)[Pd]([P](C=4C=CC=CC4)(C=5C=CC=CC5)C=6C=CC=CC6)([P](C=7C=CC=CC7)(C=8C=CC=CC8)C=9C=CC=CC9)[P](C=1C=CC=CC1)(C=1C=CC=CC1)C=1C=CC=CC1 (tetrakis(triphenylphosphine)palladium). Solvent: O (water), CCOC(=O)C (EtOAc), O1CCOCC1 (1,4-dioxane). Run at temperature 100 celsius. Yields the product N(=[N+]=[N-])C(C)C=1N=C2N(C(C1C1=CC=CC=C1)=O)C(=CS2)C (7-(1-azidoethyl)-3-methyl-6-phenyl-5H-[1,3]thiazolo[3,2-a]pyrimidin-5-one). Isolated yield 44.4%. As a reaction SMILES: [N:1]([CH:4]([C:6]1[N:7]=[C:8]2[S:16][CH:15]=[C:14]([CH3:17])[N:9]2[C:10](=[O:13])[C:11]=1Br)[CH3:5])=[N+:2]=[N-:3].[C:18]1(B(O)O)[CH:23]=[CH:22][CH:21]=[CH:20][CH:19]=1.C(=O)([O-])[O-].[Na+].[Na+]>O1CCOCC1.O.CCOC(C)=O.C1C=CC([P]([Pd]([P](C2C=CC=CC=2)(C2C=CC=CC=2)C2C=CC=CC=2)([P](C2C=CC=CC=2)(C2C=CC=CC=2)C2C=CC=CC=2)[P](C2C=CC=CC=2)(C2C=CC=CC=2)C2C=CC=CC=2)(C2C=CC=CC=2)C2C=CC=CC=2)=CC=1>[N:1]([CH:4]([C:6]1[N:7]=[C:8]2[S:16][CH:15]=[C:14]([CH3:17])[N:9]2[C:10](=[O:13])[C:11]=1[C:18]1[CH:23]=[CH:22][CH:21]=[CH:20][CH:19]=1)[CH3:5])=[N+:2]=[N-:3] |f:2.3.4,^1:49,51,70,89|. Procedure details: To a mixture of 7-(1-azidoethyl)-6-bromo-3-methyl-5H-[1,3]thiazolo[3,2-a]pyrimidin-5-one (0.100 g, 0.318 mmol) and phenylboronic acid (46.6 mg, 0.382 mmol) in 1,4-dioxane (2 mL) was added a 1 M solution of sodium carbonate (40.5 mg, 0.382 mmol) in water (0.38 mL) and tetrakis(triphenylphosphine)palladium (0) (18.4 mg, 0.0159 mmol). The reaction mixture was heated at 100° C. overnight. After cooling to rt, the mixture was diluted with EtOAc, washed with water, brine, dried over MgSO4, and concent... The product is CC(C)(C)OC(=O)N1CCC(CC(=O)c2nc3cnccc3o2)CC1. Reaction SMILES: [C:1]([CH3:2])([CH3:3])([CH3:4])[O:5][C:6](=[O:7])[N:8]1[CH2:9][CH2:10][CH:11]([CH2:14][CH:15]([c:16]2[o:17][c:18]3[c:19]([cH:20][n:21][cH:22][cH:23]3)[n:24]2)[OH:25])[CH2:12][CH2:13]1.[Cl:26][CH2:27][Cl:28]>>[C:1]([CH3:2])([CH3:3])([CH3:4])[O:5][C:6](=[O:7])[N:8]1[CH2:9][CH2:10][CH:11]([CH2:14][C:15]([c:16]2[o:17][c:18]3[c:19]([cH:20][n:21][cH:22][cH:23]3)[n:24]2)=[O:25])[CH2:12][CH2:13]1. Starting materials: CC(C)(C)OC(=O)N1CCC(CC(O)c2nc3cnccc3o2)CC1, ClCCl. Reactants: C1CCOC1, CCOC(=O)COc1ccc(C)nc1, [Li+], [OH-], O, O. The product is Cc1ccc(OCC(=O)O)cn1. Reaction SMILES: [CH2:18]1[O:19][CH2:20][CH2:21][CH2:22]1.[CH3:1][c:2]1[cH:3][cH:4][c:5]([O:8][CH2:9][C:10](=[O:11])[O:12][CH2:13][CH3:14])[cH:6][n:7]1.[Li+:17].[OH-:16].[OH2:15].[OH2:23]>>[CH3:1][c:2]1[cH:3][cH:4][c:5]([O:8][CH2:9][C:10](=[O:11])[OH:12])[cH:6][n:7]1. Starting materials: C(C)OC(=O)C=1OC2=C(C1C)C(=C(C=C2)Br)O (5-bromo-4-hydroxy-3-methyl-benzofuran-2-carboxylic acid ethyl ester), C([O-])([O-])=O.[K+].[K+] (potassium carbonate), BrC(C)C (2-bromopropane). The solvent is CN(C)C=O (DMF). Run at time 8 hour. The product is BrC=1C=CC2=C(C(=C(O2)C(=O)OCC)C)C1OC(C)C (ethyl 5-bromo-4-isopropoxy-3-methyl-1-benzofuran-2-carboxylate). Isolated yield 100.0%. Reaction SMILES: [CH2:1]([O:3][C:4]([C:6]1[O:7][C:8]2[CH:15]=[CH:14][C:13]([Br:16])=[C:12]([OH:17])[C:9]=2[C:10]=1[CH3:11])=[O:5])[CH3:2].C(=O)([O-])[O-].[K+].[K+].Br[CH:25]([CH3:27])[CH3:26]>CN(C=O)C>[Br:16][C:13]1[CH:14]=[CH:15][C:8]2[O:7][C:6]([C:4]([O:3][CH2:1][CH3:2])=[O:5])=[C:10]([CH3:11])[C:9]=2[C:12]=1[O:17][CH:25]([CH3:27])[CH3:26] |f:1.2.3|. Reported procedure: To 0.50 g (1.7 mmole) of ethyl 5-bromo-4-hydroxy-3-methyl-1-benzofuran-2-carboxylate (Example 119, Step 1) in 7 mL DMF was added 0.51 g (3.75 mmole) of potassium carbonate and 0.48 mL (3 mmole) of 2-bromopropane and the reaction was stirred at room temperature overnight. The solvent was concentrated in vacuo, and the residue was extracted with ethyl acetate and water. The organic layer washed with water and brine, dried over sodium sulfate, filtered, and concentrated to provide 0.58 g of ethyl 5...